Dataset: the Open Reaction Database (ORD), a public repository of structured organic reaction records. Task: describe an organic reaction: reactants, conditions, products, and yield Starting materials: CC(C)[N-]C(C)C, O=C(O)C1CCCCCC1, [Cl-], Cl, CCOC(=O)Cc1c(F)cc(F)cc1F, [Li+], C1CCOC1. The product is CCOC(=O)C(C(=O)C1CCCCCC1)c1c(F)cc(F)cc1F. RXN SMILES: [CH:16]([N-:17][CH:18]([CH3:19])[CH3:20])([CH3:21])[CH3:22].[CH:25]1([C:32](=[O:33])[OH:34])[CH2:26][CH2:27][CH2:28][CH2:29][CH2:30][CH2:31]1.[Cl-:24].[ClH:35].[F:1][c:2]1[c:3]([CH2:10][C:11](=[O:12])[O:13][CH2:14][CH3:15])[c:4]([F:9])[cH:5][c:6]([F:8])[cH:7]1.[Li+:23].[O:36]1[CH2:37][CH2:38][CH2:39][CH2:40]1>>[F:1][c:2]1[c:3]([CH:10]([C:11](=[O:12])[O:13][CH2:14][CH3:15])[C:32]([CH:25]2[CH2:26][CH2:27][CH2:28][CH2:29][CH2:30][CH2:31]2)=[O:33])[c:4]([F:9])[cH:5][c:6]([F:8])[cH:7]1. The reactants are O=C(CCl)NC(CO)(c1cccc(Br)c1)C(F)F, CC(C)(C)[O-], CC(C)(C)O, [K+], O. The product is O=C1COCC(c2cccc(Br)c2)(C(F)F)N1. RXN SMILES: [Br:1][c:2]1[cH:3][c:4]([C:8]([CH:9]([F:10])[F:11])([CH2:12][OH:13])[NH:14][C:15]([CH2:16][Cl:17])=[O:18])[cH:5][cH:6][cH:7]1.[CH3:19][C:20]([CH3:21])([O-:22])[CH3:23].[CH3:26][C:27]([OH:28])([CH3:29])[CH3:30].[K+:24].[OH2:25]>>[Br:1][c:2]1[cH:3][c:4]([C:8]2([CH:9]([F:10])[F:11])[CH2:12][O:13][CH2:16][C:15](=[O:18])[NH:14]2)[cH:5][cH:6][cH:7]1. Starting materials: C1C=CC2C1[C@H]3C[C@@H]2C=C3 (DCPD), C(C=C)CC(=O)[O-] (allylacetate), C1(O)=CC=C(O)C=C1 (hydroquinone). Conditions: temperature 180 celsius, time 5 hour. Yields the product C12C=CC(CC1)C2.C(C=C)CC(=O)O (Allylacetate Norbornene). Yield: 30.0%. Reaction SMILES: C1[CH:5]2[C@@H:6]3[CH:10]=[CH:9][C@H:8]([CH:4]2C=C1)[CH2:7]3.[CH2:11]([CH2:14][C:15]([O-:17])=[O:16])[CH:12]=[CH2:13].C1(C=CC(O)=CC=1)O>>[CH:6]12[CH2:7][CH:8]([CH2:9][CH2:10]1)[CH:4]=[CH:5]2.[CH2:11]([CH2:14][C:15]([OH:17])=[O:16])[CH:12]=[CH2:13] |f:3.4|. Procedure details: DCPD (dicyclopentadiene, Aldrich, 248 mL, 1.852 mol), allylacetate (Aldrich, 500 mL, 4.63 mol), and hydroquinone (0.7 g, 0.006 mol) were put in a 2 L autoclave. After heating to 180° C., reaction was carried out for 5 hours while stirring at 300 rpm. After the reaction was completed, the reaction mixture was cooled down and transferred to a distillation unit. The reaction mixture was distilled twice at 1 torr using a vacuum pump at 56° C. to obtain the product (yield: 30%). The mole ratio (mol %... Starting materials: BrC1=CC=C(C=C1)C1=C(C(=NO1)C)C(CCCC1=CC=CC=C1)(F)F (5-(4-bromo-phenyl)-4-(1,1-difluoro-4-phenyl-butyl)-3-methyl-isoxazole), C(C)OC(=O)C1(CC1)C1=CC=C(C=C1)B1OC(C(O1)(C)C)(C)C (1-[4-(4,4,5,5-tetramethyl-[1,3,2]dioxaborolan-2-yl)-phenyl]-cyclopropanecarboxylic acid ethyl ester). The reagents and catalysts are Cl[Pd]([P](C1=CC=CC=C1)(C2=CC=CC=C2)C3=CC=CC=C3)([P](C4=CC=CC=C4)(C5=CC=CC=C5)C6=CC=CC=C6)Cl (dichlorobis(triphenylphosphine)palladium(II)). Product: C(C)OC(=O)C1(CC1)C1=CC=C(C=C1)C1=CC=C(C=C1)C1=C(C(=NO1)C)C(CCCC1=CC=CC=C1)(F)F (1-{4′-[4-(1,1-Difluoro-4-phenyl-butyl)-3-methyl-isoxazol-5-yl]-biphenyl-4-yl}-cyclopropanecarboxylic acid ethyl ester). Reaction SMILES: Br[C:2]1[CH:7]=[CH:6][C:5]([C:8]2[O:12][N:11]=[C:10]([CH3:13])[C:9]=2[C:14]([F:25])([F:24])[CH2:15][CH2:16][CH2:17][C:18]2[CH:23]=[CH:22][CH:21]=[CH:20][CH:19]=2)=[CH:4][CH:3]=1.[CH2:26]([O:28][C:29]([C:31]1([C:34]2[CH:39]=[CH:38][C:37](B3OC(C)(C)C(C)(C)O3)=[CH:36][CH:35]=2)[CH2:33][CH2:32]1)=[O:30])[CH3:27]>Cl[Pd](Cl)([P](C1C=CC=CC=1)(C1C=CC=CC=1)C1C=CC=CC=1)[P](C1C=CC=CC=1)(C1C=CC=CC=1)C1C=CC=CC=1>[CH2:26]([O:28][C:29]([C:31]1([C:34]2[CH:39]=[CH:38][C:37]([C:2]3[CH:7]=[CH:6][C:5]([C:8]4[O:12][N:11]=[C:10]([CH3:13])[C:9]=4[C:14]([F:25])([F:24])[CH2:15][CH2:16][CH2:17][C:18]4[CH:23]=[CH:22][CH:21]=[CH:20][CH:19]=4)=[CH:4][CH:3]=3)=[CH:36][CH:35]=2)[CH2:32][CH2:33]1)=[O:30])[CH3:27] |^1:51,70|. Procedure: Prepared according to the procedure described in Example 3, Step 5, using dichlorobis(triphenylphosphine)palladium(II) as the catalyst and using 5-(4-bromo-phenyl)-4-(1,1-difluoro-4-phenyl-butyl)-3-methyl-isoxazole and 1-[4-(4,4,5,5-tetramethyl-[1,3,2]dioxaborolan-2-yl)-phenyl]-cyclopropanecarboxylic acid ethyl ester. Starting materials: [OH-].[Na+] (NaOH), CC1=C(C=CC=C1)NC=1OC2=C(N1)C=CC(=C2)CC(=O)N(C)CCOC2=CC=C(C(=O)OC)C=C2 (Methyl 4-(2-((2-(2-methylphenylamino)-6-benzoxazolyl)-N-methylacetamido)ethoxy)benzoate), [OH-].[Na+] (NaOH). Solvent: C1CCOC1 (THF). Run at time 2 hour. Yields the product CC1=C(C=CC=C1)NC=1OC2=C(N1)C=CC(=C2)CC(=O)N(C)CCOC2=CC=C(C(=O)O)C=C2 (4-(2-((2-(2-methylphenylamino)-6-benzoxazolyl)-N-methylacetamido)ethoxy)benzoic acid). Isolated yield 50.0%. Reaction SMILES: [CH3:1][C:2]1[CH:7]=[CH:6][CH:5]=[CH:4][C:3]=1[NH:8][C:9]1[O:10][C:11]2[CH:17]=[C:16]([CH2:18][C:19]([N:21]([CH2:23][CH2:24][O:25][C:26]3[CH:35]=[CH:34][C:29]([C:30]([O:32]C)=[O:31])=[CH:28][CH:27]=3)[CH3:22])=[O:20])[CH:15]=[CH:14][C:12]=2[N:13]=1.[OH-].[Na+]>C1COCC1>[CH3:1][C:2]1[CH:7]=[CH:6][CH:5]=[CH:4][C:3]=1[NH:8][C:9]1[O:10][C:11]2[CH:17]=[C:16]([CH2:18][C:19]([N:21]([CH2:23][CH2:24][O:25][C:26]3[CH:27]=[CH:28][C:29]([C:30]([OH:32])=[O:31])=[CH:34][CH:35]=3)[CH3:22])=[O:20])[CH:15]=[CH:14][C:12]=2[N:13]=1 |f:1.2|. Procedure: Methyl 4-(2-((2-(2-methylphenylamino)-6-benzoxazolyl)-N-methylacetamido)ethoxy)benzoate (206.9 mg, 0.44 mmol) was dissolved in THF (5 ml). To the resulting solution was added 0.25N NaOH (5 ml), and the resulting mixture was stirred at room temperature for 2 hours. To the reaction mixture was added NaOH (500 mg), followed by heating under reflux for 3 hours. After cooling, the reaction mixture was distilled under reduced pressure to remove the solvent. The residue was diluted with a chloroform-me... The reactants are ClC1=CC=C(C=C1)S (4-chloro-benzenethiol), BrC1=C(C=CC(=C1)C)I (2-bromo-1-iodo-4-methyl-benzene). Yields the product BrC1=C(C=CC(=C1)C)SC1=CC=C(C=C1)Cl (1-Bromo-2-(4-chloro-phenylsulfanyl)-5-methyl-benzene). As a reaction SMILES: [Cl:1][C:2]1[CH:7]=[CH:6][C:5]([SH:8])=[CH:4][CH:3]=1.[Br:9][C:10]1[CH:15]=[C:14]([CH3:16])[CH:13]=[CH:12][C:11]=1I>>[Br:9][C:10]1[CH:15]=[C:14]([CH3:16])[CH:13]=[CH:12][C:11]=1[S:8][C:5]1[CH:6]=[CH:7][C:2]([Cl:1])=[CH:3][CH:4]=1. Reported procedure: Prepared from 4-chloro-benzenethiol and 2-bromo-1-iodo-4-methyl-benzene. Reactants: CNC, CC#N, O=C1C2=C(CCCC2)C(=O)N1c1ccc(Cl)cc1. Product: CN(C)C(=O)C1=C(C(=O)Nc2ccc(Cl)cc2)CCCC1. RXN SMILES: [CH3:19][NH:20][CH3:21].[CH3:22][C:23]#[N:24].[Cl:1][c:2]1[cH:3][cH:4][c:5]([N:8]2[C:9](=[O:18])[C:10]3=[C:11]([C:12]2=[O:13])[CH2:14][CH2:15][CH2:16][CH2:17]3)[cH:6][cH:7]1>>[Cl:1][c:2]1[cH:3][cH:4][c:5]([NH:8][C:9]([C:10]2=[C:11]([C:12](=[O:13])[N:20]([CH3:19])[CH3:21])[CH2:14][CH2:15][CH2:16][CH2:17]2)=[O:18])[cH:6][cH:7]1. Reaction SMILES: [CH2:25]([CH3:26])[CH:27]1[NH:28][C:29](=[O:32])[O:30][CH2:31]1.[I:1][c:2]1[cH:3][cH:4][c:5]([C:8](=[O:9])[N:10]2[CH2:11][CH2:12][N:13]([c:16]3[n:17][c:18]([CH3:24])[c:19]([CH3:23])[cH:20][c:21]3[CH3:22])[CH2:14][CH2:15]2)[cH:6][cH:7]1>>[c:2]1([N:28]2[CH:27]([CH2:25][CH3:26])[CH2:31][O:30][C:29]2=[O:32])[cH:3][cH:4][c:5]([C:8](=[O:9])[N:10]2[CH2:11][CH2:12][N:13]([c:16]3[n:17][c:18]([CH3:24])[c:19]([CH3:23])[cH:20][c:21]3[CH3:22])[CH2:14][CH2:15]2)[cH:6][cH:7]1. Starting materials: CCC1COC(=O)N1, Cc1cc(C)c(N2CCN(C(=O)c3ccc(I)cc3)CC2)nc1C. The product is CCC1COC(=O)N1c1ccc(C(=O)N2CCN(c3nc(C)c(C)cc3C)CC2)cc1. Starting materials: Cc1cc(Br)ccc1Nc1cnccc1C(=O)O, CCON, CCN(C(C)C)C(C)C, Cl, CN(C)C=O. Yields the product CCONC(=O)c1ccncc1Nc1ccc(Br)cc1C. RXN SMILES: [Br:1][c:2]1[cH:3][c:4]([CH3:18])[c:5]([NH:8][c:9]2[c:10]([C:11](=[O:12])[OH:13])[cH:14][cH:15][n:16][cH:17]2)[cH:6][cH:7]1.[CH2:29]([CH3:30])[O:31][NH2:32].[CH:19]([N:20]([CH2:21][CH3:22])[CH:23]([CH3:24])[CH3:25])([CH3:26])[CH3:27].[ClH:28].[O:33]=[CH:34][N:35]([CH3:36])[CH3:37]>>[Br:1][c:2]1[cH:3][c:4]([CH3:18])[c:5]([NH:8][c:9]2[c:10]([C:11](=[O:13])[NH:32][O:31][CH2:29][CH3:30])[cH:14][cH:15][n:16][cH:17]2)[cH:6][cH:7]1.